From a dataset of the Open Reaction Database (ORD), a public repository of structured organic reaction records. describe an organic reaction: reactants, conditions, products, and yield The reactants are CCN(C(C)C)C(C)C (DIPEA), CS(=O)(=O)OCCOC1=CC=C(C=C1)C1CCN(CC1)C=1C=CC=2N(N1)C(=NN2)C(F)(F)F (2-(4-{1-[3-(trifluoromethyl)[1,2,4]triazolo[4,3-b]pyridazin-6-yl]piperidin-4-yl}phenoxy)ethyl methanesulfonate), CN1C(CNCC1)=O (1-methylpiperazin-2-one). Solvent: CC(=O)N(C)C (DMA). Conditions: temperature 110 celsius, time 1 hour. The product is CN1C(CN(CC1)CCOC1=CC=C(C=C1)C1CCN(CC1)C=1C=CC=2N(N1)C(=NN2)C(F)(F)F)=O (1-methyl-4-[2-(4-{1-[3-(trifluoromethyl)[1,2,4]triazolo[4,3-b]pyridazin-6-yl]piperidin-4-yl}phenoxy)ethyl]piperazin-2-one). Yield: 68.5%. RXN SMILES: CCN(C(C)C)C(C)C.CS(O[CH2:15][CH2:16][O:17][C:18]1[CH:23]=[CH:22][C:21]([CH:24]2[CH2:29][CH2:28][N:27]([C:30]3[CH:31]=[CH:32][C:33]4[N:34]([C:36]([C:39]([F:42])([F:41])[F:40])=[N:37][N:38]=4)[N:35]=3)[CH2:26][CH2:25]2)=[CH:20][CH:19]=1)(=O)=O.[CH3:43][N:44]1[CH2:49][CH2:48][NH:47][CH2:46][C:45]1=[O:50]>CC(N(C)C)=O>[CH3:43][N:44]1[CH2:49][CH2:48][N:47]([CH2:15][CH2:16][O:17][C:18]2[CH:19]=[CH:20][C:21]([CH:24]3[CH2:25][CH2:26][N:27]([C:30]4[CH:31]=[CH:32][C:33]5[N:34]([C:36]([C:39]([F:40])([F:41])[F:42])=[N:37][N:38]=5)[N:35]=4)[CH2:28][CH2:29]3)=[CH:22][CH:23]=2)[CH2:46][C:45]1=[O:50]. Procedure details: DIPEA (15.27 mL, 87.69 mmol) was added to 2-(4-{1-[3-(trifluoromethyl)[1,2,4]triazolo[4,3-b]pyridazin-6-yl]piperidin-4-yl}phenoxy)ethyl methanesulfonate (14.19 g, 29.23 mmol) and 1-methylpiperazin-2-one (CAS 59702-07-7, 3.67 g, 32.15 mmol) in DMA (70 mL). The resulting solution was stirred at 110° C. for 1 hour. The reaction mixture was cooled to room temperature, absorbed onto silica, evaporated to dryness and then purified by flash silica chromatography, elution gradient 0 to 3% MeOH in DCM. P...